Dataset: the Open Reaction Database (ORD), a public repository of structured organic reaction records. Task: describe an organic reaction: reactants, conditions, products, and yield Reactants: CC(=O)O, C=CC(=O)OC, CC(=O)[CH-]C(C)=O, CC(=O)O, [Cu], O, [Pd+2], [Pd], c1ccccc1. The product is COC(=O)C=Cc1ccccc1. As a reaction SMILES: [C:18]([OH:19])(=[O:20])[CH3:21].[C:7]([CH:8]=[CH2:9])(=[O:10])[O:11][CH3:12].[CH-:23]([C:24](=[O:25])[CH3:26])[C:27](=[O:28])[CH3:29].[CH3:13][C:14](=[O:15])[OH:16].[Cu:31].[OH2:17].[Pd+2:22].[Pd:30].[cH:1]1[cH:2][cH:3][cH:4][cH:5][cH:6]1>>[c:1]1([CH:9]=[CH:8][C:7](=[O:10])[O:11][CH3:12])[cH:2][cH:3][cH:4][cH:5][cH:6]1. The reactants are C(C)OC(C1=CC(=CC(=C1)C1=NC=C(C=C1)C)I)=O (3-iodo-5-(5-methyl-pyridin-2-yl)-benzoic acid ethyl ester), C(C)(C)C=1N=NSC1 (4-isopropyl-[1,2,3]thiadiazole), C(C)(=O)[O-].[K+] (potassium acetate). The reagents and catalysts are [Pd] (palladium). Run in CN(C)C=O (DMF). Run at temperature 120 celsius, time 16 hour. Product: C(C)OC(C1=CC(=CC(=C1)C1=NC=C(C=C1)C)C1=C(N=NS1)C(C)C)=O (3-(4-isopropyl-[1,2,3]thiadiazol-5-yl)-5-(5-methyl-pyridin-2-yl)-benzoic acid ethyl ester). The yield is 68.0%. Reaction SMILES: [CH2:1]([O:3][C:4](=[O:19])[C:5]1[CH:10]=[C:9]([C:11]2[CH:16]=[CH:15][C:14]([CH3:17])=[CH:13][N:12]=2)[CH:8]=[C:7](I)[CH:6]=1)[CH3:2].[CH:20]([C:23]1[N:24]=[N:25][S:26][CH:27]=1)([CH3:22])[CH3:21].C([O-])(=O)C.[K+]>CN(C=O)C.[Pd]>[CH2:1]([O:3][C:4](=[O:19])[C:5]1[CH:10]=[C:9]([C:11]2[CH:16]=[CH:15][C:14]([CH3:17])=[CH:13][N:12]=2)[CH:8]=[C:7]([C:27]2[S:26][N:25]=[N:24][C:23]=2[CH:20]([CH3:22])[CH3:21])[CH:6]=1)[CH3:2] |f:2.3|. Procedure details: A mixture of 3-iodo-5-(5-methyl-pyridin-2-yl)-benzoic acid ethyl ester (367 mg, 1 mmol), 4-isopropyl-[1,2,3]thiadiazole (640 mg, 5 mmol), palladium II tetrakis(triphenylphosphine) (35 mg, 0.03 mmol) and potassium acetate (196 mg, 2 mmol) in 10 mL of DMF was warmed to 120° C. and stirred for 16 hours. The reaction mixture was cooled and transferred directly onto a silica column and purified by liquid chromatography (0% to 10% EtOAc/hexanes) to give 250 mg of 3-(4-isopropyl-[1,2,3]thiadiazol-5-yl)... Reactants: [OH-].[Na+] (Sodium hydroxide), solution, C(C=C)O[C@@H]1C[C@@H](C2=CC(=CC=C12)OCCC)N ((1S,3R)-3-(allyloxy)-6-propoxy-2,3-dihydro-1H-inden-1-amine), C(C)(=O)O[BH-](OC(C)=O)OC(C)=O.[Na+] (Sodium triacetoxyborohydride), C1N(CC2C1CNC2)C(=O)OC(C)(C)C (tert-butyl hexahydropyrrolo[3,4-c]pyrrole-2(1H)-carboxylate), C=O (formaldehyde). The solvent is ClCCCl (1,2-dichloroethane). Reaction conditions: time 16 hour. Product: CN1CC2C(C1)CN(C2)C(=O)OC(C)(C)C (tert-butyl 5-methylhexahydropyrrolo[3,4-c]pyrrole-2(1H)-carboxylate). The yield is 46.0%. RXN SMILES: [CH2:1](O[C@H]1C2C(=CC(OCCC)=CC=2)[C@@H](N)C1)C=C.C(O[BH-](OC(=O)C)OC(=O)C)(=O)C.[Na+].[CH2:33]1[CH:37]2[CH2:38][NH:39][CH2:40][CH:36]2[CH2:35][N:34]1[C:41]([O:43][C:44]([CH3:47])([CH3:46])[CH3:45])=[O:42].C=O.[OH-].[Na+]>ClCCCl>[CH3:1][N:39]1[CH2:38][CH:37]2[CH2:33][N:34]([C:41]([O:43][C:44]([CH3:47])([CH3:46])[CH3:45])=[O:42])[CH2:35][CH:36]2[CH2:40]1 |f:1.2,5.6|. Procedure details: Step BI (1): Sodium triacetoxyborohydride (666 mg, 3.14 mmol) was added to a magnetically stirred solution of tert-butyl hexahydropyrrolo[3,4-c]pyrrole-2(1H)-carboxylate (165 mg, 0.777 mmol) and 37% formaldehyde (144 mg, 1.77 mmol) in 1,2-dichloroethane (10 mL). The resulting mixture was allowed to stir at rt for 16 h. Sodium hydroxide solution (2 mL of a 1 N solution) was added with vigorous stirring. Stirring was stopped and the layers were allowed to separate. The organic layer was removed an...